This data is from the Open Reaction Database (ORD), a public repository of structured organic reaction records. The task is: describe an organic reaction: reactants, conditions, products, and yield The reactants are CI, CN(C)C=O, CCc1nc(Cl)c2c(n1)OCC(=O)N2, [H-], [Na+], O. The product is CCc1nc(Cl)c2c(n1)OCC(=O)N2C. RXN SMILES: [CH3:17][I:18].[CH3:19][N:20]([CH3:21])[CH:22]=[O:23].[Cl:1][c:2]1[n:3][c:4]([CH2:13][CH3:14])[n:5][c:6]2[c:11]1[NH:10][C:9](=[O:12])[CH2:8][O:7]2.[H-:15].[Na+:16].[OH2:24]>>[Cl:1][c:2]1[n:3][c:4]([CH2:13][CH3:14])[n:5][c:6]2[c:11]1[N:10]([CH3:17])[C:9](=[O:12])[CH2:8][O:7]2. Starting materials: C(C)[C@H]1N(CCOC1)C1=CC(=NC(=N1)NC)C1=CC(=C(C#N)C(=C1)F)F (4-[6-[(3R)-3-Ethyl-4-morpholinyl]-2-(methylamino)-4-pyrimidinyl]-2,6-difluorobenzonitrile), NN (hydrazine), [O-]CC.[Na+] (sodium ethoxide), NN (hydrazine), CCN(C(C)C)C(C)C (Hunig's base). Solvent: CC#N (CH3CN), CCOC(=O)C (EtOAc), CN(C)C=O (DMF). Product: C(C)[C@H]1N(CCOC1)C1=CC(=NC(=N1)NC)C1=CC(=C2C(=NNC2=C1)N)OCC (6-[6-[(3R)-3-Ethyl-4-morpholinyl]-2-(methylamino)-4-pyrimidinyl]-4-(ethyloxy)-1H-indazol-3-amine). Isolated yield 52.3%. RXN SMILES: [CH2:1]([C@@H:3]1[CH2:8][O:7][CH2:6][CH2:5][N:4]1[C:9]1[N:14]=[C:13]([NH:15][CH3:16])[N:12]=[C:11]([C:17]2[CH:24]=[C:23](F)[C:20]([C:21]#[N:22])=[C:19](F)[CH:18]=2)[CH:10]=1)[CH3:2].[O-:27][CH2:28][CH3:29].[Na+].[NH2:31][NH2:32].CCN(C(C)C)C(C)C>CN(C=O)C.CCOC(C)=O.CC#N>[CH2:1]([C@@H:3]1[CH2:8][O:7][CH2:6][CH2:5][N:4]1[C:9]1[N:14]=[C:13]([NH:15][CH3:16])[N:12]=[C:11]([C:17]2[CH:24]=[C:23]3[C:20]([C:21]([NH2:22])=[N:31][NH:32]3)=[C:19]([O:27][CH2:28][CH3:29])[CH:18]=2)[CH:10]=1)[CH3:2] |f:1.2|. Procedure: 4-[6-[(3R)-3-Ethyl-4-morpholinyl]-2-(methylamino)-4-pyrimidinyl]-2,6-difluorobenzonitrile (690 mg, 1.92 mmol) was taken up in DMF (6 mL) followed by the addition of sodium ethoxide (1.1 M, 1.75 mL, 1.92 mmol). The reaction was then allowed to stir at room temperature. The reaction was diluted with EtOAc (20 mL) and washed with H2O (25 mL). The H2O was then back extracted with EtOAc (20 mL). The organics were dried and concentrated to afford a yellow oil that was then dissolved in CH3CN (5 mL) an... Reactants: BrC1=C(C=C(C=C1)C(F)(F)F)S(=O)(=O)NC (2-bromo-N-methyl-5-(trifluoromethyl)benzenesulfonamide), FC1=C(C=CC(=C1)B1OC(C(O1)(C)C)(C)C)C=1C=NC(=NC1)N (5-(2-fluoro-4-(4,4,5,5-tetramethyl-1,3,2-dioxaborolan-2-yl)phenyl)pyrimidin-2-amine). The product is NC1=NC=C(C=N1)C1=C(C=C(C=C1)C=1C(=CC(=CC1)C(F)(F)F)S(=O)(=O)NC)F (4′-(2-Aminopyrimidin-5-yl)-3′-fluoro-N-methyl-4-(trifluoromethyl)biphenyl-2-sulfonamide). As a reaction SMILES: Br[C:2]1[CH:7]=[CH:6][C:5]([C:8]([F:11])([F:10])[F:9])=[CH:4][C:3]=1[S:12]([NH:15][CH3:16])(=[O:14])=[O:13].[F:17][C:18]1[CH:23]=[C:22](B2OC(C)(C)C(C)(C)O2)[CH:21]=[CH:20][C:19]=1[C:33]1[CH:34]=[N:35][C:36]([NH2:39])=[N:37][CH:38]=1>>[NH2:39][C:36]1[N:37]=[CH:38][C:33]([C:19]2[CH:20]=[CH:21][C:22]([C:2]3[C:3]([S:12]([NH:15][CH3:16])(=[O:14])=[O:13])=[CH:4][C:5]([C:8]([F:11])([F:10])[F:9])=[CH:6][CH:7]=3)=[CH:23][C:18]=2[F:17])=[CH:34][N:35]=1. Reported procedure: The title compound was prepared in a manner similar to that described in Example 88 using 2-bromo-N-methyl-5-(trifluoromethyl)benzenesulfonamide and 5-(2-fluoro-4-(4,4,5,5-tetramethyl-1,3,2-dioxaborolan-2-yl)phenyl)pyrimidin-2-amine. MS (ESI): mass calcd. for C18H14F4N4O2S, 426.08; m/z found, 427.0 [M+H]+. 1H NMR (500 MHz, CD3OD) δ 8.57-8.52 (d, J=1.4, 2H), 8.33-8.27 (m, 1H), 8.02-7.94 (m, 1H), 7.66-7.60 (d, J=7.9, 1H), 7.60-7.52 (m, 1H), 7.38-7.31 (m, 2H), 2.46 (s, 3H).